This data is from the Open Reaction Database (ORD), a public repository of structured organic reaction records. The task is: describe an organic reaction: reactants, conditions, products, and yield The reactants are COC1=CC(=C(C(=O)N)C=C1OCC1=CC=CC=C1)[N+](=O)[O-] (4-methoxy-5-benzyloxy-2-nitrobenzamide). Reagents/catalysts: [Fe] (iron). Solvent: C(C)(=O)O.CO (acetic acid methanol). Run at temperature 85 celsius. Yields the product COC1=CC(=C(C(=O)N)C=C1OCC1=CC=CC=C1)N (4-methoxy-5-benzyloxy-2-aminobenzamide). Isolated yield 87.2%. As a reaction SMILES: [CH3:1][O:2][C:3]1[C:11]([O:12][CH2:13][C:14]2[CH:19]=[CH:18][CH:17]=[CH:16][CH:15]=2)=[CH:10][C:6]([C:7]([NH2:9])=[O:8])=[C:5]([N+:20]([O-])=O)[CH:4]=1>C(O)(=O)C.CO.[Fe]>[CH3:1][O:2][C:3]1[C:11]([O:12][CH2:13][C:14]2[CH:19]=[CH:18][CH:17]=[CH:16][CH:15]=2)=[CH:10][C:6]([C:7]([NH2:9])=[O:8])=[C:5]([NH2:20])[CH:4]=1 |f:1.2|. Procedure details: A mixture of 4-methoxy-5-benzyloxy-2-nitrobenzamide (6.60 g, 21.9 mmol) and iron powder (8.14 g, 0.146 mol) in acetic acid/methanol (80 mL/80 mL) was heated at 85±5° C. for 1.5 h. The reaction mixture was allowed to cool to RT and the iron was removed by filtration, and volatiles were removed in vacuo. The residue was taken up in sat. sodium bicarbonate and the mixture was extracted with ethyl acetate (600 mL×3). The combined organic layers were washed with water (1×150 mL), brine (1×150 mL), dr... Starting materials: [Br-].[Br-].[Br-].C(CCC)[N+](CCCC)(CCCC)CCCC.C(CCC)[N+](CCCC)(CCCC)CCCC.C(CCC)[N+](CCCC)(CCCC)CCCC (Tetra-n-butylammonium tribromide), C(C)(=O)C=1C=C(C2=C(NC(CO2)=O)C1)C(C)(C)C (6-acetyl-8-(tert-butyl)-3,4-dihydro-2H-1,4-benzoxazin-3-one), C(Cl)Cl (methylene chloride), CO (methanol). Run in C(Cl)(Cl)Cl (chloroform). Run at time 3 hour. The product is BrCC(=O)C=1C=C(C2=C(NC(CO2)=O)C1)C(C)(C)C (6-(2-Bromoacetyl)-8-(tert-butyl)-3,4-dihydro-2H-1,4-benzoxazin-3-one). Isolated yield 92.0%. As a reaction SMILES: [Br-:1].[Br-].[Br-].C([N+](CCCC)(CCCC)CCCC)CCC.C([N+](CCCC)(CCCC)CCCC)CCC.C([N+](CCCC)(CCCC)CCCC)CCC.[C:55]([C:58]1[CH:59]=[C:60]([C:69]([CH3:72])([CH3:71])[CH3:70])[C:61]2[O:66][CH2:65][C:64](=[O:67])[NH:63][C:62]=2[CH:68]=1)(=[O:57])[CH3:56].C(Cl)Cl.CO>C(Cl)(Cl)Cl>[Br:1][CH2:56][C:55]([C:58]1[CH:59]=[C:60]([C:69]([CH3:72])([CH3:71])[CH3:70])[C:61]2[O:66][CH2:65][C:64](=[O:67])[NH:63][C:62]=2[CH:68]=1)=[O:57] |f:0.1.2.3.4.5|. Reported procedure: Tetra-n-butylammonium tribromide (64 mg, 0.13 mmol) was added to a solution of the 6-acetyl-8-(tert-butyl)-3,4-dihydro-2H-1,4-benzoxazin-3-one (30 mg, 0.12 mmol) in a methylene chloride (0.4 ml)-methanol (0.1 ml) mixed solvent under a nitrogen atmosphere, and the mixture was stirred at room temperature for 3 hours. After distilling off the solvent under reduced pressure, the residue was subjected to silica gel chromatography (Wakogel-C200,1 g) to yield the title compound (36 mg, 91% yield) as li... Starting materials: C(C)(=O)O.C(C)(=O)O.IC1=CC=CC=C1 (Iodobenzene diacetate), C1(=CC=CC=C1)CN1CCC(CC1)=O (1-Phenylmethyl-4-piperidone), [OH-].[K+] (potassium hydroxide), CO (methanol), CO (methanol). Run at time 8 hour. Product: C1(=CC=CC=C1)CN1CC(C(CC1)(OC)OC)O (1-phenylmethyl-3-hydroxy-4,4-dimethoxypiperidine). The yield is 25.8%. Reaction SMILES: [C:1]1([CH2:7][N:8]2[CH2:13][CH2:12][C:11](=[O:14])[CH2:10][CH2:9]2)[CH:6]=[CH:5][CH:4]=[CH:3][CH:2]=1.[OH-:15].[K+].[C:17](O)(=[O:19])C.C(O)(=O)C.IC1C=CC=CC=1.[CH3:32]O>>[C:1]1([CH2:7][N:8]2[CH2:13][CH2:12][C:11]([O:19][CH3:17])([O:14][CH3:32])[CH:10]([OH:15])[CH2:9]2)[CH:2]=[CH:3][CH:4]=[CH:5][CH:6]=1 |f:1.2,3.4.5|. Reported procedure: 1-Phenylmethyl-4-piperidone (18.92g, 100 mmol) in 40 ml of methanol was added slowly over a period of 15 minutes to a solution of potassium hydroxide (16.83g, 100 mmol) in 150 ml of methanol at 0° C. Iodobenzene diacetate (35.43 g, 110 mmol) was then added to the mixture in portions over a period of thirty minutes. The reaction mixture was stirred at room temperature overnight. The mixture was then concentrated under vacuum to remove the excess of methanol and the crude residue was diluted with ... The reactants are C[O-], CCOC(C)=O, O=S(=O)(Nc1ccccc1NS(=O)(=O)c1cc(C(F)(F)F)ccc1Cl)c1cc2ccccc2s1, [Na+], C1COCCO1. Yields the product COc1ccc(C(F)(F)F)cc1S(=O)(=O)Nc1ccccc1NS(=O)(=O)c1cc2ccccc2s1. Reaction SMILES: [CH3:35][O-:36].[CH3:44][CH2:45][O:46][C:47]([CH3:48])=[O:49].[Cl:1][c:2]1[c:3]([S:12](=[O:13])(=[O:14])[NH:15][c:16]2[c:17]([NH:22][S:23](=[O:24])(=[O:25])[c:26]3[cH:27][c:28]4[c:29]([s:30]3)[cH:31][cH:32][cH:33][cH:34]4)[cH:18][cH:19][cH:20][cH:21]2)[cH:4][c:5]([C:8]([F:9])([F:10])[F:11])[cH:6][cH:7]1.[Na+:37].[O:38]1[CH2:39][CH2:40][O:41][CH2:42][CH2:43]1>>[c:2]1([O:36][CH3:35])[c:3]([S:12](=[O:13])(=[O:14])[NH:15][c:16]2[c:17]([NH:22][S:23](=[O:24])(=[O:25])[c:26]3[cH:27][c:28]4[c:29]([s:30]3)[cH:31][cH:32][cH:33][cH:34]4)[cH:18][cH:19][cH:20][cH:21]2)[cH:4][c:5]([C:8]([F:9])([F:10])[F:11])[cH:6][cH:7]1. The reactants are [OH-].[Na+] (Sodium hydroxide), N1(C=NC=C1)CC=CC=1C=CC(=C(C(=O)OC)C1)CCC1=CC=C(C=C1)F (methyl 5-[3-(imidazol-1-yl)prop-1-en-1-yl]-2-(4-fluorophenethyl)benzoate). Solvent: O (water), CO (methanol). Yields the product N1(C=NC=C1)CC=CC=1C=CC(=C(C(=O)O)C1)CCC1=CC=C(C=C1)F (5-[3-(imidazol-1-yl)prop-1-en-1-yl]-2-(4-fluorophenethyl)benzoic acid). As a reaction SMILES: [OH-].[Na+].[N:3]1([CH2:8][CH:9]=[CH:10][C:11]2[CH:12]=[CH:13][C:14]([CH2:21][CH2:22][C:23]3[CH:28]=[CH:27][C:26]([F:29])=[CH:25][CH:24]=3)=[C:15]([CH:20]=2)[C:16]([O:18]C)=[O:17])[CH:7]=[CH:6][N:5]=[CH:4]1>O.CO>[N:3]1([CH2:8][CH:9]=[CH:10][C:11]2[CH:12]=[CH:13][C:14]([CH2:21][CH2:22][C:23]3[CH:28]=[CH:27][C:26]([F:29])=[CH:25][CH:24]=3)=[C:15]([CH:20]=2)[C:16]([OH:18])=[O:17])[CH:7]=[CH:6][N:5]=[CH:4]1 |f:0.1|. Procedure: Sodium hydroxide (0.8 g, 20 mmol) in distilled water (3 ml) was added to a solution of methyl 5-[3-(imidazol-1-yl)prop-1-en-1-yl]-2-(4-fluorophenethyl)benzoate (E and Z isomers) (2.4 g;.6.6 mmol) in methanol (30 ml). The mixture was refluxed for 6 hours. After evaporation and acidification with 12N HCl to pH 6, the residue was extracted with dichloromethane and evaporated to dryness to give 5-[3-(imidazol-1-yl)prop-1-en-1-yl]-2-(4-fluorophenethyl)benzoic acid (mixture of E and Z isomers).